This data is from the Open Reaction Database (ORD), a public repository of structured organic reaction records. The task is: describe an organic reaction: reactants, conditions, products, and yield The product is COc1cc2c(cc1C=O)C(C)(C(F)(F)F)OCC2. Starting materials: C1N2CN3CN1CN(C2)C3, COc1ccc2c(c1)CCOC2(C)C(F)(F)F, COC(C)(C)C, O, O=C(O)C(F)(F)F. As a reaction SMILES: [CH2:1]1[N:2]2[CH2:3][N:4]3[CH2:5][N:6]([CH2:7]2)[CH2:8][N:9]1[CH2:10]3.[CH3:11][O:12][c:13]1[cH:14][c:15]2[c:20]([cH:21][cH:22]1)[C:19]([C:23]([F:24])([F:25])[F:26])([CH3:27])[O:18][CH2:17][CH2:16]2.[CH3:29][O:30][C:31]([CH3:32])([CH3:33])[CH3:34].[OH2:28].[OH:35][C:36]([C:37]([F:38])([F:39])[F:40])=[O:41]>>[CH3:11][O:12][c:13]1[cH:14][c:15]2[c:20]([cH:21][c:22]1[CH:29]=[O:30])[C:19]([C:23]([F:24])([F:25])[F:26])([CH3:27])[O:18][CH2:17][CH2:16]2. The reactants are solid, Cl.Cl.O1C=C(C=C2C1=CC=C2)C2N(CCCC2)CC[C@@H]2CC[C@H](CC2)N (trans-4-[2-(4-benzofuran-3-yl-piperidin-1-yl)-ethyl]-cyclohexylamine dihydrochloride), Cl.Cl.O1C=C(C=C2C1=CC=C2)C2N(CCCC2)CC[C@@H]2CC[C@H](CC2)N (trans-4-[2-(4-benzofuran-3-yl-piperidin-1-yl)-ethyl]-cyclohexylamine dihydrochloride), OCC(=O)O (2-hydroxy-acetic acid). Yields the product O1C=C(C=C2C1=CC=C2)C2N(CCCC2)CC[C@@H]2CC[C@H](CC2)NC(CO)=O (trans-N-{4-[2-(4-Benzofuran-3-yl-piperidin-1-yl)-ethyl]-cyclohexyl}-2-hydroxy-acetamide). RXN SMILES: Cl.Cl.[O:3]1[C:8]2=[CH:9][CH:10]=[CH:11][C:7]2=[CH:6][C:5]([CH:12]2[CH2:17][CH2:16][CH2:15][CH2:14][N:13]2[CH2:18][CH2:19][C@H:20]2[CH2:25][CH2:24][C@H:23]([NH2:26])[CH2:22][CH2:21]2)=[CH:4]1.[OH:27][CH2:28][C:29](O)=[O:30]>>[O:3]1[C:8]2=[CH:9][CH:10]=[CH:11][C:7]2=[CH:6][C:5]([CH:12]2[CH2:17][CH2:16][CH2:15][CH2:14][N:13]2[CH2:18][CH2:19][C@H:20]2[CH2:21][CH2:22][C@H:23]([NH:26][C:28](=[O:27])[CH2:29][OH:30])[CH2:24][CH2:25]2)=[CH:4]1 |f:0.1.2|. Reported procedure: The title compound, off-white solid (70 mg, 73%), MS (ISP) m/z=385.4 [(M+H)+], mp 161° C., was prepared in accordance with the general method of example 1 from trans-4-[2-(4-benzofuran-3-yl-piperidin-1-yl)-ethyl]-cyclohexylamine dihydrochloride (intermediate A) (100 mg, 0.25 mmol) and 2-hydroxy-acetic acid.